This data is from the Open Reaction Database (ORD), a public repository of structured organic reaction records. The task is: describe an organic reaction: reactants, conditions, products, and yield Conditions: temperature 60 celsius, time 3 day. Starting materials: [H-].[Na+] (sodium hydride), C(CO)(=O)OC (methyl glycolate), C(Cl)Cl (methylene chloride), C(CO)(=O)OC (methyl glycolate), CSC=1N=C(C2=C(N1)N(C(=C2)CC)CC2=CC=CC=C2)Cl (2-(methylthio)-4-chloro-6-ethyl-7-(phenylmethyl)-7H-pyrrolo[2,3-d]pyrimidine), [H-].[Na+] (sodium hydride). Reaction SMILES: [H-].[Na+].[C:3]([O:7][CH3:8])(=[O:6])[CH2:4][OH:5].[CH3:9][S:10][C:11]1[N:12]=[C:13](Cl)[C:14]2[CH:19]=[C:18]([CH2:20][CH3:21])[N:17]([CH2:22][C:23]3[CH:28]=[CH:27][CH:26]=[CH:25][CH:24]=3)[C:15]=2[N:16]=1.C(Cl)Cl>C1C=CC=CC=1>[CH3:8][O:7][C:3](=[O:6])[CH2:4][O:5][C:13]1[C:14]2[CH:19]=[C:18]([CH2:20][CH3:21])[N:17]([CH2:22][C:23]3[CH:28]=[CH:27][CH:26]=[CH:25][CH:24]=3)[C:15]=2[N:16]=[C:11]([S:10][CH3:9])[N:12]=1 |f:0.1|. Yield: 90.4%. The product is COC(COC=1C2=C(N=C(N1)SC)N(C(=C2)CC)CC2=CC=CC=C2)=O ([[2-(methylthio)-6-ethyl-7-(phenylmethyl)-7H-pyrrolo[2,3-d]pyrimidin-4-yl]oxy]acetic acid methyl ester). Reported procedure: To a suspension of 0.70 g (28.3 mmol) of sodium hydride in 40 mL of benzene was added 1.90 g (24.5 mmol) of methyl glycolate and 6.00 g (18.9 mmol) of 2-(methylthio)-4-chloro-6-ethyl-7-(phenylmethyl)-7H-pyrrolo[2,3-d]pyrimidine. The mixture was heated at 60° C. and monitored by TLC (silica, methylene chloride) for conversion to product. After 3 days, an additional 0.70 g (28.3 mmol) of sodium hydride and 1.90 g (24.5 mmol) of methyl glycolate was added to the reaction. After an additional 3 days... Solvent: C1=CC=CC=C1 (benzene). The reactants are C(CC)(=O)C1=CC=NC=C1 (4-propionylpyridine), C(C)(C)(C)OC(NN)=O (t-butylcarbazate). Run in C(C)O (ethanol). Yields the product N1=CC=C(C=C1)C(CC)=NNC(=O)OC(C)(C)C (1,1-dimethylethyl [1-(4-pyridinyl)propylidene]carbazate). Isolated yield 42.3%. As a reaction SMILES: [C:1]([C:5]1[CH:10]=[CH:9][N:8]=[CH:7][CH:6]=1)(=O)[CH2:2][CH3:3].[C:11]([O:15][C:16](=[O:19])[NH:17][NH2:18])([CH3:14])([CH3:13])[CH3:12]>C(O)C>[N:8]1[CH:9]=[CH:10][C:5]([C:1](=[N:18][NH:17][C:16]([O:15][C:11]([CH3:14])([CH3:13])[CH3:12])=[O:19])[CH2:2][CH3:3])=[CH:6][CH:7]=1. Reported procedure: A solution of 4.05 gm (0.03 mole) of 4-propionylpyridine, 3.96 gm (0.03 mole) of t-butylcarbazate and 100 ml of absolute ethanol is refluxed 6 hr. The reaction mixture is treated with decolorizing carbon and filtered. The filtrate yields crystals on cooling. The product is collected, washed with Skellysolve B and dried to yield 3.16 gm (40%) of the title compound having a melting point of 170.1° C. Reactants: ClC1=CC2=C(OC3=C(CN2C(=O)Cl)C=CC=C3)C=C1 (8-chlorodibenz[b,f][1,4]-oxazepine-10(11H)-carbonyl chloride), N1=CC=C(C=C1)CCN1CCNCC1 (1-[2-(4-pyridinyl)ethyl]piperazine). Product: ClC1=CC2=C(OC3=C(CN2C(=O)N2CCN(CC2)CCC2=CC=NC=C2)C=CC=C3)C=C1 (8-chloro-10,11-dihydro-10-[[4-[2-(4-pyridinyl)ethyl]-1-piperazinyl]carbonyl]dibenz[b,f][1,4]oxazepine). The yield is 291.3%. Reaction SMILES: [Cl:1][C:2]1[CH:19]=[CH:18][C:5]2[O:6][C:7]3[CH:17]=[CH:16][CH:15]=[CH:14][C:8]=3[CH2:9][N:10]([C:11](Cl)=[O:12])[C:4]=2[CH:3]=1.[N:20]1[CH:25]=[CH:24][C:23]([CH2:26][CH2:27][N:28]2[CH2:33][CH2:32][NH:31][CH2:30][CH2:29]2)=[CH:22][CH:21]=1>>[Cl:1][C:2]1[CH:19]=[CH:18][C:5]2[O:6][C:7]3[CH:17]=[CH:16][CH:15]=[CH:14][C:8]=3[CH2:9][N:10]([C:11]([N:31]3[CH2:32][CH2:33][N:28]([CH2:27][CH2:26][C:23]4[CH:22]=[CH:21][N:20]=[CH:25][CH:24]=4)[CH2:29][CH2:30]3)=[O:12])[C:4]=2[CH:3]=1. Procedure: The title compound of Example 2 (0.38 g, 1.3 mmol) was combined with the product of Example 88 (0.25 g, 1.3 mmol) and the reaction was carried out by the method of Example 4. Following chromatographic separation, 1.7 g of the white solid title product was obtained. Reactants: ClC=1C=NC=2N(C1)N=C(C2)C(=O)O (6-chloro-pyrazolo[1,5-a]pyrimidine-2-carboxylic acid), CC1NCCC2=CC(=CC=C12)N1CCOCC1 (1-Methyl-6-morpholin-4-yl-1,2,3,4-tetrahydro-isoquinoline). Product: ClC=1C=NC=2N(C1)N=C(C2)C(=O)N2C(C1=CC=C(C=C1CC2)N2CCOCC2)C ((6-Chloro-pyrazolo[1,5-a]pyrimidin-2-yl)-(1-methyl-6-morpholin-4-yl-3,4-dihydro-1H-isoquinolin-2-yl)-methanone). As a reaction SMILES: [Cl:1][C:2]1[CH:3]=[N:4][C:5]2[N:6]([N:8]=[C:9]([C:11]([OH:13])=O)[CH:10]=2)[CH:7]=1.[CH3:14][CH:15]1[C:24]2[C:19](=[CH:20][C:21]([N:25]3[CH2:30][CH2:29][O:28][CH2:27][CH2:26]3)=[CH:22][CH:23]=2)[CH2:18][CH2:17][NH:16]1>>[Cl:1][C:2]1[CH:3]=[N:4][C:5]2[N:6]([N:8]=[C:9]([C:11]([N:16]3[CH2:17][CH2:18][C:19]4[C:24](=[CH:23][CH:22]=[C:21]([N:25]5[CH2:30][CH2:29][O:28][CH2:27][CH2:26]5)[CH:20]=4)[CH:15]3[CH3:14])=[O:13])[CH:10]=2)[CH:7]=1. Procedure: In close analogy to the procedure described in Example 1, 6-chloro-pyrazolo[1,5-a]pyrimidine-2-carboxylic acid is reacted with 1-Methyl-6-morpholin-4-yl-1,2,3,4-tetrahydro-isoquinoline to provide the title compound in moderate yield. Starting materials: FC=1C=C(C=CC1)C(C(C(=O)OCC)CC1=CC(=CC=C1)OC(C(F)F)(F)F)=O (ethyl 3-(3-fluorophenyl)-3-oxo-2-[3-(1,1,2,2-tetrafluoroethoxy)benzyl]propanoate), O (water), Cl (Hydrochloric acid), [BH4-].[Na+] (sodium borohydride). Reagents/catalysts: [Cl-].[Zn+2].[Cl-] (zinc chloride). Run in C(C)OCC (diethyl ether), C(C)OCC (diethyl ether). Conditions: time 30 minute. Product: FC=1C=C(C=CC1)C(C(C(=O)OCC)CC1=CC(=CC=C1)OC(C(F)F)(F)F)O (ethyl(2RS,3RS)-3-(3-fluorophenyl)-3-hydroxy-2-[3-(1,1,2,2-tetrafluoroethoxy)benzyl]propanoate). As a reaction SMILES: [BH4-].[Na+].[F:3][C:4]1[CH:5]=[C:6]([C:10](=[O:31])[CH:11]([CH2:17][C:18]2[CH:23]=[CH:22][CH:21]=[C:20]([O:24][C:25]([F:30])([F:29])[CH:26]([F:28])[F:27])[CH:19]=2)[C:12]([O:14][CH2:15][CH3:16])=[O:13])[CH:7]=[CH:8][CH:9]=1.Cl.O>C(OCC)C.[Cl-].[Zn+2].[Cl-]>[F:3][C:4]1[CH:5]=[C:6]([CH:10]([OH:31])[CH:11]([CH2:17][C:18]2[CH:23]=[CH:22][CH:21]=[C:20]([O:24][C:25]([F:30])([F:29])[CH:26]([F:28])[F:27])[CH:19]=2)[C:12]([O:14][CH2:15][CH3:16])=[O:13])[CH:7]=[CH:8][CH:9]=1 |f:0.1,6.7.8|. Procedure: To a solution of zinc chloride (5.60 g, 41.1 mmol) in diethyl ether (140 ml) was added sodium borohydride (3.11 g, 82.2 mmol), and the mixture was stirred at room temperature for 30 min. Insoluble material was filtered off. To the filtrate was added a solution of ethyl 3-(3-fluorophenyl)-3-oxo-2-[3-(1,1,2,2-tetrafluoroethoxy)benzyl]propanoate (8.56 g, 20.6 mmol) in diethyl ether (50 ml) at 0° C., and the mixture was stirred for 30 min. 1N Hydrochloric acid was added to the reaction solution to s... Run in C1CCOC1 (THF). Yields the product C(C)(C)(C)OC(=O)N1N=C(C=2C1=NC=C(C2)O)C2=CC=NC=C2 (5-Hydroxy-3-pyridin-4-yl-pyrazolo[3,4-b]pyridine-1-carboxylic acid tert-butyl ester). Reaction SMILES: [C:1]([O:5][C:6]([N:8]1[C:12]2=[N:13][CH:14]=[C:15]([O:17][Si](C(C)(C)C)(C)C)[CH:16]=[C:11]2[C:10]([C:25]2[CH:30]=[CH:29][N:28]=[CH:27][CH:26]=2)=[N:9]1)=[O:7])([CH3:4])([CH3:3])[CH3:2].CCCC[N+](CCCC)(CCCC)CCCC.[F-]>C1COCC1>[C:1]([O:5][C:6]([N:8]1[C:12]2=[N:13][CH:14]=[C:15]([OH:17])[CH:16]=[C:11]2[C:10]([C:25]2[CH:30]=[CH:29][N:28]=[CH:27][CH:26]=2)=[N:9]1)=[O:7])([CH3:4])([CH3:2])[CH3:3] |f:1.2|. The reactants are C(C)(C)(C)OC(=O)N1N=C(C=2C1=NC=C(C2)O[Si](C)(C)C(C)(C)C)C2=CC=NC=C2 (5-(tert-Butyl-dimethyl-silanyloxy)-3-pyridin-4-yl-pyrazolo[3,4-b]pyridine-1-carboxylic acid tert-butyl ester), CCCC[N+](CCCC)(CCCC)CCCC.[F-] (TBAF). Procedure details: A mixture of Example 232C (91 mg, 0.213 mmol) and TBAF (1 in THF, 213 μL, 0.213 mmol) in THF (10 mL) was stirred at rt for 5 min. Reaction was concentrated. Flash column chromatography eluting with 5% methanol/CH2Cl2 to give the dedired product purified the residue (75%). Reactants: C(C1=CC=CC=C1)O[C@@H]1[C@H](O[C@@]([C@@H]([C@H]1OCC1=CC=CC=C1)OCC1=CC=CC=C1)(OC)C1=CC(=C(C=C1)Cl)CC1=C(C(=C(C=C1)OC)F)F)CO[Si](C)(C)C ([[(2R,3R,4S,5R,6S)-3,4,5-tribenzyloxy-6-[4-chloro-3-[(2,3-difluoro-4-methoxy-phenyl)methyl]phenyl]-6-methoxy-tetrahydropyran-2-yl]methoxy]trimethyl-silane), C(C)(=O)Cl (acetyl chloride). Solvent: CO (methanol). Reaction conditions: time 1 hour. Product: C(C1=CC=CC=C1)O[C@@H]1[C@H](O[C@@]([C@@H]([C@H]1OCC1=CC=CC=C1)OCC1=CC=CC=C1)(OC)C1=CC(=C(C=C1)Cl)CC1=C(C(=C(C=C1)OC)F)F)CO ([(2R,3R,4S,5R,6S)-3,4,5-tribenzyloxy-6-[4-chloro-3-[(2,3-difluoro-4-methoxy-phenyl)methyl]phenyl]-6-meth oxy-tetrahydropyran-2-yl]methanol). Isolated yield 60.2%. RXN SMILES: [CH2:1]([O:8][C@H:9]1[C@H:14]([O:15][CH2:16][C:17]2[CH:22]=[CH:21][CH:20]=[CH:19][CH:18]=2)[C@@H:13]([O:23][CH2:24][C:25]2[CH:30]=[CH:29][CH:28]=[CH:27][CH:26]=2)[C@@:12]([C:33]2[CH:38]=[CH:37][C:36]([Cl:39])=[C:35]([CH2:40][C:41]3[CH:46]=[CH:45][C:44]([O:47][CH3:48])=[C:43]([F:49])[C:42]=3[F:50])[CH:34]=2)([O:31][CH3:32])[O:11][C@@H:10]1[CH2:51][O:52][Si](C)(C)C)[C:2]1[CH:7]=[CH:6][CH:5]=[CH:4][CH:3]=1.C(Cl)(=O)C>CO>[CH2:1]([O:8][C@H:9]1[C@H:14]([O:15][CH2:16][C:17]2[CH:18]=[CH:19][CH:20]=[CH:21][CH:22]=2)[C@@H:13]([O:23][CH2:24][C:25]2[CH:30]=[CH:29][CH:28]=[CH:27][CH:26]=2)[C@@:12]([C:33]2[CH:38]=[CH:37][C:36]([Cl:39])=[C:35]([CH2:40][C:41]3[CH:46]=[CH:45][C:44]([O:47][CH3:48])=[C:43]([F:49])[C:42]=3[F:50])[CH:34]=2)([O:31][CH3:32])[O:11][C@@H:10]1[CH2:51][OH:52])[C:2]1[CH:7]=[CH:6][CH:5]=[CH:4][CH:3]=1. Procedure details: [[(2R,3R,4S,5R,6S)-3,4,5-tribenzyloxy-6-[4-chloro-3-[(2,3-difluoro-4-methoxy-phenyl)methyl]phenyl]-6-methoxy-tetrahydropyran-2-yl]methoxy]trimethylsilane 21 (2.4 g, 2.84 mmol) was dissolved in 20 mL methanol and stirred for 1 hour after addition of acetyl chloride (30 μL, 0.43 mmol). The reaction mixture was concentrated under reduced pressure and the resulting residue was purified by silica gel chromatography with elution system B to obtain the title compound [(2R,3R,4S,5R,6S)-3,4,5-tribenzylox... The reactants are CC=1C=C(C=C(C1)C)O (3,5-dimethylphenol), IC1=CC=CC=C1 (iodobenzene), IC1=C(C=CC=C1)C (2-iodotoluene). Product: CC1=C(C=CC=C1)OC1=CC(=CC(=C1)C)C (3.5-dimethylphenyl 2-methylphenyl ether). As a reaction SMILES: [CH3:1][C:2]1[CH:3]=[C:4]([OH:9])[CH:5]=[C:6]([CH3:8])[CH:7]=1.IC1C=CC=CC=1.I[C:18]1[CH:23]=[CH:22][CH:21]=[CH:20][C:19]=1[CH3:24]>>[CH3:24][C:19]1[CH:20]=[CH:21][CH:22]=[CH:23][C:18]=1[O:9][C:4]1[CH:5]=[C:6]([CH3:8])[CH:7]=[C:2]([CH3:1])[CH:3]=1. Procedure: Example 3.1 was repeated, replacing the phenol with 244 mg of 3,5-dimethylphenol (2 mmoles) and the iodobenzene with 383 μl of 2-iodotoluene (3 mmoles), and taking the reaction time to 118 hours. Starting materials: COC(=O)Cc1c(N(C)C)nc(Cc2ccc(NC(=O)c3ccc(C(F)(F)F)cc3)cc2)nc1N(C)C, CO, [Na+], C1CCOC1, [OH-]. Product: CN(C)c1nc(Cc2ccc(NC(=O)c3ccc(C(F)(F)F)cc3)cc2)nc(N(C)C)c1CC(=O)O. Reaction SMILES: [CH3:1][N:2]([c:3]1[n:4][c:5]([CH2:17][c:18]2[cH:19][cH:20][c:21]([NH:24][C:25]([c:26]3[cH:27][cH:28][c:29]([C:32]([F:33])([F:34])[F:35])[cH:30][cH:31]3)=[O:36])[cH:22][cH:23]2)[n:6][c:7]([N:14]([CH3:15])[CH3:16])[c:8]1[CH2:9][C:10](=[O:11])[O:12][CH3:13])[CH3:37].[CH3:45][OH:46].[Na+:39].[O:40]1[CH2:41][CH2:42][CH2:43][CH2:44]1.[OH-:38]>>[CH3:1][N:2]([c:3]1[n:4][c:5]([CH2:17][c:18]2[cH:19][cH:20][c:21]([NH:24][C:25]([c:26]3[cH:27][cH:28][c:29]([C:32]([F:33])([F:34])[F:35])[cH:30][cH:31]3)=[O:36])[cH:22][cH:23]2)[n:6][c:7]([N:14]([CH3:15])[CH3:16])[c:8]1[CH2:9][C:10](=[O:11])[OH:12])[CH3:37]. The reactants are C(C1=CC=CC=C1)N1C[C@H]([C@@H](C1)C1=CC(=C(C=C1)Cl)Cl)NC ((3S,4R)-1-benzyl-4-(3,4-dichlorophenyl)-N-methylpyrrolidin-3-amine), CCN(C(C)C)C(C)C (DIPEA), ClC(=O)OC1=CC=C(C=C1)F (4-fluorophenyl chloroformate). Solvent: C(Cl)Cl (DCM). Conditions: temperature 0 celsius, time 1 hour. Product: FC1=CC=C(C=C1)OC(N(C)[C@@H]1CN(C[C@H]1C1=CC(=C(C=C1)Cl)Cl)CC1=CC=CC=C1)=O ([(3S,4R)-1-Benzyl-4-(3,4-dichloro-phenyl)-pyrrolidin-3-yl]-methyl-carbamic acid 4-fluoro-phenyl ester). Reaction SMILES: [CH2:1]([N:8]1[CH2:12][C@@H:11]([C:13]2[CH:18]=[CH:17][C:16]([Cl:19])=[C:15]([Cl:20])[CH:14]=2)[C@H:10]([NH:21][CH3:22])[CH2:9]1)[C:2]1[CH:7]=[CH:6][CH:5]=[CH:4][CH:3]=1.CCN(C(C)C)C(C)C.Cl[C:33]([O:35][C:36]1[CH:41]=[CH:40][C:39]([F:42])=[CH:38][CH:37]=1)=[O:34]>C(Cl)Cl>[F:42][C:39]1[CH:40]=[CH:41][C:36]([O:35][C:33](=[O:34])[N:21]([C@H:10]2[C@H:11]([C:13]3[CH:18]=[CH:17][C:16]([Cl:19])=[C:15]([Cl:20])[CH:14]=3)[CH2:12][N:8]([CH2:1][C:2]3[CH:7]=[CH:6][CH:5]=[CH:4][CH:3]=3)[CH2:9]2)[CH3:22])=[CH:37][CH:38]=1. Procedure details: A mixture of 3.35 g (10 mmol) (3S,4R)-1-benzyl-4-(3,4-dichlorophenyl)-N-methylpyrrolidin-3-amine (example 159, h), 1.61 g (12.5 mmol) DIPEA and 1.92 g (11 mmol) 4-fluorophenyl chloroformate in 50 mL DCM at 0-5° C. was stirred at 0° C. for 1 h and evaporated to dryness. The residue was subjected to column chromatography on silica eluting with a gradient formed from heptane and t-butyl-methylether to yield after evaporation of the product containing fractions 3.07 g (65%) of the title compound as ...